Task: describe an organic reaction: reactants, conditions, products, and yield. Dataset: the Open Reaction Database (ORD), a public repository of structured organic reaction records Reactants: C1(=CC=CC=C1)N1N=C(C(C1=O)C(CC(C)=O)=O)C (1-[1-phenyl-3-methyl-5-oxo-4,5-dihydro-1H-pyrazol-4-yl]-butane-1,3-dione), Cl.FC1=CC=C(C=C1)NN (4-fluorophenyl hydrazine hydrochloride). Product: FC1=CC=C(C=C1)N1N=C(C=C1C1=C(N(N=C1C)C1=CC=CC=C1)O)C (2-(4-Fluoro-phenyl)-5,5′-dimethyl-2′-phenyl-2H,2′H-[3,4′]bipyrazolyl-3′-ol). Reaction SMILES: [C:1]1([N:7]2[C:11](=[O:12])[CH:10]([C:13](=O)[CH2:14][C:15](=O)[CH3:16])[C:9]([CH3:19])=[N:8]2)[CH:6]=[CH:5][CH:4]=[CH:3][CH:2]=1.Cl.[F:21][C:22]1[CH:27]=[CH:26][C:25]([NH:28][NH2:29])=[CH:24][CH:23]=1>>[F:21][C:22]1[CH:27]=[CH:26][C:25]([N:28]2[C:13]([C:10]3[C:9]([CH3:19])=[N:8][N:7]([C:1]4[CH:6]=[CH:5][CH:4]=[CH:3][CH:2]=4)[C:11]=3[OH:12])=[CH:14][C:15]([CH3:16])=[N:29]2)=[CH:24][CH:23]=1 |f:1.2|. Procedure: Prepare the title compound from 1-[1-phenyl-3-methyl-5-oxo-4,5-dihydro-1H-pyrazol-4-yl]-butane-1,3-dione and 4-fluorophenyl hydrazine hydrochloride according to the procedure of Example 28. Starting materials: O.NN (hydrazine hydrate), CSC(=C(C#N)C#N)NC1=CC=C(C=C1)[N+](=O)[O-] (2-((methylthio)((4-nitrophenyl)amino)methylene)malononitrile), ice water. Solvent: CCO (EtOH). The product is NC1=C(C(=NN1)NC1=CC=C(C=C1)[N+](=O)[O-])C#N (5-amino-3-((4-nitrophenyl)amino)-1H-pyrazole-4-carbonitrile). RXN SMILES: CS[C:3]([NH:9][C:10]1[CH:15]=[CH:14][C:13]([N+:16]([O-:18])=[O:17])=[CH:12][CH:11]=1)=[C:4]([C:7]#[N:8])[C:5]#[N:6].O.[NH2:20][NH2:21]>CCO>[NH2:6][C:5]1[NH:21][N:20]=[C:3]([NH:9][C:10]2[CH:15]=[CH:14][C:13]([N+:16]([O-:18])=[O:17])=[CH:12][CH:11]=2)[C:4]=1[C:7]#[N:8] |f:1.2|. Reported procedure: Dissolved 2-((methylthio)((4-nitrophenyl)amino)methylene)malononitrile in EtOH (100 mL) and added hydrazine hydrate (1 eq., 3.64 mL), then heated to reflux until complete by TLC (absence of starting material, 18 hrs). Poured into ice water and filtered to obtain 5-amino-3-((4-nitrophenyl)amino)-1H-pyrazole-4-carbonitrile as a yellow powder. The reactants are C(C)OC(CCSC1=CN=C(S1)NC(=O)N(C1=CC=C(C=C1)S(=O)(=O)C)CC1CCCC1)=O (3-{2-[3-cyclopentylmethyl-3-(4-methanesulfonyl-phenyl)-ureido]-thiazol-5-ylsulfanyl}-propionic acid ethyl ester), C(C)OC(CCSC1=CN=C(S1)N)=O (3-(2-amino-thiazol-5-ylsulfanyl)-propionic acid ethyl ester), C1(CCCC1)CN(C(NC=1SC=C(N1)CC(=O)O)=O)C1=CC=C(C=C1)S(=O)(=O)C ({2-[3-cyclopentylmethyl-3-(4-methanesulfonyl-phenyl)-ureido]-thiazol-4-yl}-acetic acid), C1(CCCC1)CNC1=CC=C(C=C1)S(=O)(=O)C (cyclopentylmethyl-(4-methanesulfonyl-phenyl)-amine). Product: C1(CCCC1)CN(C(NC=1SC(=CN1)SCCC(=O)O)=O)C1=CC=C(C=C1)S(=O)(=O)C (3-{2-[3-Cyclopentylmethyl-3-(4-methanesulfonyl-phenyl)-ureido]-thiazol-5-ylsulfanyl}-propionic acid). Reaction SMILES: C([O:3][C:4](=[O:33])[CH2:5][CH2:6][S:7][C:8]1[S:12][C:11]([NH:13][C:14]([N:16]([CH2:27][CH:28]2[CH2:32][CH2:31][CH2:30][CH2:29]2)[C:17]2[CH:22]=[CH:21][C:20]([S:23]([CH3:26])(=[O:25])=[O:24])=[CH:19][CH:18]=2)=[O:15])=[N:10][CH:9]=1)C.C1(CN(C2C=CC(S(C)(=O)=O)=CC=2)C(=O)NC2SC=C(CC(O)=O)N=2)CCCC1.C1(CNC2C=CC(S(C)(=O)=O)=CC=2)CCCC1.C(OC(=O)CCSC1SC(N)=NC=1)C>>[CH:28]1([CH2:27][N:16]([C:17]2[CH:22]=[CH:21][C:20]([S:23]([CH3:26])(=[O:24])=[O:25])=[CH:19][CH:18]=2)[C:14](=[O:15])[NH:13][C:11]2[S:12][C:8]([S:7][CH2:6][CH2:5][C:4]([OH:33])=[O:3])=[CH:9][N:10]=2)[CH2:32][CH2:31][CH2:30][CH2:29]1. Procedure: The title compound was prepared via 3-{2-[3-cyclopentylmethyl-3-(4-methanesulfonyl-phenyl)-ureido]-thiazol-5-ylsulfanyl}-propionic acid ethyl ester in a similar manner as described for the synthesis of {2-[3-cyclopentylmethyl-3-(4-methanesulfonyl-phenyl)-ureido]-thiazol-4-yl}-acetic acid, using cyclopentylmethyl-(4-methanesulfonyl-phenyl)-amine and 3-(2-amino-thiazol-5-ylsulfanyl)-propionic acid ethyl ester.